From a dataset of the Open Reaction Database (ORD), a public repository of structured organic reaction records. describe an organic reaction: reactants, conditions, products, and yield The reactants are FC1=CC=C(C=C1)C(O)(C1CCNCC1)C1=CC=C(C=C1)F (α,α-bis-(p-fluorophenyl)-4-piperidinemethanol), ClCCCC1CN(C(O1)=O)C (5-(3-chloropropyl)-3-methyl-2-oxazolidinone), C([O-])([O-])=O.[Na+].[Na+] (sodium carbonate), [I-].[K+] (potassium iodide), C(C(=O)O)(=O)O (oxalic acid). Solvent: C(CCC)O (1-butanol). Yields the product C(C(=O)O)(=O)O.FC1=CC=C(C=C1)C(C1CCN(CC1)CCCC1CN(C(O1)=O)C)(O)C1=CC=C(C=C1)F (5-[3-[4-[Bis(4-fluorophenyl)hydroxymethyl]-1-piperidinyl]propyl]-3-methyl-2-oxazolidinone oxalate). Yield: 54.0%. As a reaction SMILES: [F:1][C:2]1[CH:7]=[CH:6][C:5]([C:8]([C:16]2[CH:21]=[CH:20][C:19]([F:22])=[CH:18][CH:17]=2)([CH:10]2[CH2:15][CH2:14][NH:13][CH2:12][CH2:11]2)[OH:9])=[CH:4][CH:3]=1.Cl[CH2:24][CH2:25][CH2:26][CH:27]1[O:31][C:30](=[O:32])[N:29]([CH3:33])[CH2:28]1.C(=O)([O-])[O-].[Na+].[Na+].[I-].[K+].[C:42]([OH:47])(=[O:46])[C:43]([OH:45])=[O:44]>C(O)CCC>[C:42]([OH:47])(=[O:46])[C:43]([OH:45])=[O:44].[F:1][C:2]1[CH:7]=[CH:6][C:5]([C:8]([C:16]2[CH:17]=[CH:18][C:19]([F:22])=[CH:20][CH:21]=2)([OH:9])[CH:10]2[CH2:11][CH2:12][N:13]([CH2:24][CH2:25][CH2:26][CH:27]3[O:31][C:30](=[O:32])[N:29]([CH3:33])[CH2:28]3)[CH2:14][CH2:15]2)=[CH:4][CH:3]=1 |f:2.3.4,5.6,9.10|. Procedure: This compound was prepared according to the procedure of Example 1. A mixture of 4.6 g (0.015 mole) of α,α-bis-(p-fluorophenyl)-4-piperidinemethanol, 2.7 g (0.015 mole) of 5-(3-chloropropyl)-3-methyl-2-oxazolidinone, 5.3 g (0.05 mole) of anhydrous sodium carbonate and 0.4 g of potassium iodide in 100 ml of 1-butanol gave a gum as residue. The gum was converted to the oxalic acid salt and the solid was recrystallized from absolute ethanol to yield 4.5 g (54%) of white solid, m.p. 150°-153° C., wi... Reactants: CI, CCO, c1cncc(-c2ncco2)c1. Product: [I-], C[n+]1cccc(-c2ncco2)c1. As a reaction SMILES: [CH3:12][I:13].[CH3:14][CH2:15][OH:16].[o:1]1[c:2](-[c:6]2[cH:7][n:8][cH:9][cH:10][cH:11]2)[n:3][cH:4][cH:5]1>>[I-:13].[o:1]1[c:2](-[c:6]2[cH:7][n+:8]([CH3:12])[cH:9][cH:10][cH:11]2)[n:3][cH:4][cH:5]1. Reactants: ClC1=CC=C(C=C1)C=1SC(=C(N1)C)CO[C@H]1CNCCC1 ((R)-3-[[2-(4-chlorophenyl)-4-methylthiazol-5-yl]methoxy]piperidine), COC(=O)C=1C=C(C=CC1)OB(O)O (3-(methoxycarbonyl)phenylboric acid). Product: ClC1=CC=C(C=C1)C=1SC(=C(N1)C)CO[C@H]1CN(CCC1)C=1C=C(C(=O)OC)C=CC1 (Methyl (R)-3-[3-[[2-(4-chlorophenyl)-4-methylthiazol-5-yl]methoxy]piperidin-1-yl]benzoate). Isolated yield 40.1%. Reaction SMILES: [Cl:1][C:2]1[CH:7]=[CH:6][C:5]([C:8]2[S:9][C:10]([CH2:14][O:15][C@@H:16]3[CH2:21][CH2:20][CH2:19][NH:18][CH2:17]3)=[C:11]([CH3:13])[N:12]=2)=[CH:4][CH:3]=1.[CH3:22][O:23][C:24]([C:26]1[CH:27]=[C:28](OB(O)O)[CH:29]=[CH:30][CH:31]=1)=[O:25]>>[Cl:1][C:2]1[CH:7]=[CH:6][C:5]([C:8]2[S:9][C:10]([CH2:14][O:15][C@@H:16]3[CH2:21][CH2:20][CH2:19][N:18]([C:30]4[CH:31]=[C:26]([CH:27]=[CH:28][CH:29]=4)[C:24]([O:23][CH3:22])=[O:25])[CH2:17]3)=[C:11]([CH3:13])[N:12]=2)=[CH:4][CH:3]=1. Procedure: Using (R)-3-[[2-(4-chlorophenyl)-4-methylthiazol-5-yl]methoxy]piperidine (294 mg, 0.911 mmol) and 3-(methoxycarbonyl)phenylboric acid (328 mg, 1.82 mmol), the same procedure was followed as in Example 2 to give 167 mg (40%) of the desired compound as a colorless oil. Starting materials: CN(S(=O)(=O)C)C (N,N-dimethyl methanesulfonamide), C(CCC)[Li] (n-butyllithium), C(C)OC=1C=C(C=O)C=CC1OC (3-ethoxy-4-methoxybenzaldehyde), C[Si]([N-][Si](C)(C)C)(C)C.[Li+] (lithium hexamethyldisilazide), B(F)(F)F.CCOCC (boron trifluoride etherate). Solvent: O1CCCC1 (tetrahydrofuran), O1CCCC1 (tetrahydrofuran). The product is C(C)OC=1C=C(C=CC1OC)C(CS(=O)(=O)N(C)C)N (1-(3-Ethoxy-4-methoxyphenyl)-2-(N,N-dimethylaminosulfonyl)ethylamine), solid. Yield: 21.0%. As a reaction SMILES: [CH3:1][N:2]([CH3:7])[S:3]([CH3:6])(=[O:5])=[O:4].C([Li])CCC.[CH2:13]([O:15][C:16]1[CH:17]=[C:18]([CH:21]=[CH:22][C:23]=1[O:24][CH3:25])[CH:19]=O)[CH3:14].C[Si](C)(C)[N-:28][Si](C)(C)C.[Li+].B(F)(F)F.CCOCC>O1CCCC1>[CH2:13]([O:15][C:16]1[CH:17]=[C:18]([CH:19]([NH2:28])[CH2:6][S:3]([N:2]([CH3:7])[CH3:1])(=[O:5])=[O:4])[CH:21]=[CH:22][C:23]=1[O:24][CH3:25])[CH3:14] |f:3.4,5.6|. Reported procedure: 1-(3-Ethoxy-4-methoxyphenyl)-2-(N,N-dimethylaminosulfonyl)ethylamine was prepared by a procedure analogous to that of Example 1 from N,N-dimethyl methanesulfonamide (685 mg, 5.56 mmol) and n-butyllithium (2.5 mL, 2.5 M, 6.3 mmol) in tetrahydrofuran (90 mL), and 3-ethoxy-4-methoxybenzaldehyde (1.0 g, 5.5 mmol), lithium hexamethyldisilazide (4.7 mL, 1.3 M, 6.1 mmol) and boron trifluoride etherate (1.4 mL, 11 mmol) in tetrahydrofuran (5 mL). The product was obtained as a white solid (360 mg, 21% yi... Starting materials: C(C)OCC (diethyl ether), C1(=CC=CC=C1)C=1N=C(SC1)N1CCN(CC1)C(=O)OC(C)(C)C (tert-butyl 4-(4-phenyl-1,3-thiazol-2-yl)piperazine-1-carboxylate), Cl (hydrogen chloride). Solvent: C(C)(=O)OCC (ethyl acetate), C(C)(=O)OCC (ethyl acetate). Conditions: time 1 hour. Product: Cl.Cl.C1(=CC=CC=C1)C=1N=C(SC1)N1CCNCC1 (1-(4-Phenyl-1,3-thiazol-2-yl)piperazine dihydrochloride). The yield is 92.2%. As a reaction SMILES: [C:1]1([C:7]2[N:8]=[C:9]([N:12]3[CH2:17][CH2:16][N:15](C(OC(C)(C)C)=O)[CH2:14][CH2:13]3)[S:10][CH:11]=2)[CH:6]=[CH:5][CH:4]=[CH:3][CH:2]=1.[ClH:25].C(OCC)C>C(OCC)(=O)C>[ClH:25].[ClH:25].[C:1]1([C:7]2[N:8]=[C:9]([N:12]3[CH2:17][CH2:16][NH:15][CH2:14][CH2:13]3)[S:10][CH:11]=2)[CH:2]=[CH:3][CH:4]=[CH:5][CH:6]=1 |f:4.5.6|. Procedure details: To a solution of tert-butyl 4-(4-phenyl-1,3-thiazol-2-yl)piperazine-1-carboxylate (1.25 g, 3.62 mmol) in ethyl acetate (20 ml) was added a solution of 4 N hydrogen chloride in ethyl acetate (20 ml), and the mixture was stirred at room temperature for 1 hour. To the reaction mixture was added diethyl ether (30 ml), and the desired product as a solid was separated by filtration, which was washed with diethyl ether to yield 1.06 g (92.2%) of the desired product. Reactants: O[C@@H]1CC2=CC[C@H]3[C@]45C(C[C@H](C6(C)OCCO6)[C@]4([C@@H](C[C@@H]3[C@]2(CC1)C)O)C)O5 (3β, 12β-Dihydroxy-14,15-epoxy-20,20-ethylenedioxypregn-5-ene), [H-].[Al+3].[Li+].[H-].[H-].[H-] (lithium aluminium hydride), O (water), [OH-].[Na+] (sodium hydroxide). The solvent is O1CCCC1 (tetrahydrofuran), O1CCCC1 (tetrahydrofuran). The product is O[C@@H]1CC2=CC[C@H]3[C@]4(CC[C@H](C5(C)OCCO5)[C@]4([C@@H](C[C@@H]3[C@]2(CC1)C)O)C)O (3β, 12β, 14β-Trihydroxy-20,20-ethylenedioxypregn-5-ene). Isolated yield 82.7%. Reaction SMILES: [OH:1][C@H:2]1[CH2:24][CH2:23][C@@:22]2([CH3:25])[C:4](=[CH:5][CH2:6][C@@H:7]3[C@@H:21]2[CH2:20][C@@H:19]([OH:26])[C@@:18]2([CH3:27])[C@@:8]43[O:28][CH:9]4[CH2:10][C@@H:11]2[C:12]2([O:17][CH2:16][CH2:15][O:14]2)[CH3:13])[CH2:3]1.[H-].[Al+3].[Li+].[H-].[H-].[H-].O.[OH-].[Na+]>O1CCCC1>[OH:1][C@H:2]1[CH2:24][CH2:23][C@@:22]2([CH3:25])[C:4](=[CH:5][CH2:6][C@@H:7]3[C@@H:21]2[CH2:20][C@@H:19]([OH:26])[C@@:18]2([CH3:27])[C@:8]3([OH:28])[CH2:9][CH2:10][C@@H:11]2[C:12]2([O:17][CH2:16][CH2:15][O:14]2)[CH3:13])[CH2:3]1 |f:1.2.3.4.5.6,8.9|. Reported procedure: The 14,15-epoxide (24) (300 mg, 0,77 mmol) in dry tetrahydrofuran (10 ml) is added to a suspension of lithium aluminium hydride (300 mg, 7,89 mmol) in tetrahydrofuran and the reaction refluxed for 48 h. After the addition of water (0,3 ml), sodium hydroxide (15% soln, 0,3 ml) and filtration as described earlier, the mixture is purified by silica gel column chromatography using methanol: chloroform (1:9) as solvent to give the trihydroxy pregnene (25) (250 mg, 83%). The reactants are FC(S(=O)(=O)OC1=CC(=CC=C1)[C@]1(C[C@@H](N2C=NC=C21)C2=C(C=C(C=C2)C#N)F)O)(F)F (3-((5R,7S)-5-(4-cyano-2-fluorophenyl)-7-hydroxy-6,7-dihydro-5H-pyrrolo[1,2-c]imidazol-7-yl)phenyl trifluoromethanesulfonate), C(CCC)[Sn](C1=NC=CC=N1)(CCCC)CCCC (2-tributylstannanyl-pyrimidine). Reagents/catalysts: C=1C=CC(=CC1)[P](C=2C=CC=CC2)(C=3C=CC=CC3)[Pd]([P](C=4C=CC=CC4)(C=5C=CC=CC5)C=6C=CC=CC6)([P](C=7C=CC=CC7)(C=8C=CC=CC8)C=9C=CC=CC9)[P](C=1C=CC=CC1)(C=1C=CC=CC1)C=1C=CC=CC1 (palladium tetrakis). Run in C1(=CC=CC=C1)C (toluene). Run at temperature 100 celsius, time 8 hour. Product: FC=1C=C(C#N)C=CC1[C@H]1C[C@@](C=2N1C=NC2)(C2=CC(=CC=C2)C2=NC=CC=N2)O (3-fluoro-4-((5R,7S)-7-hydroxy-7-(3-(pyrimidin-2-yl)phenyl)-6,7-dihydro-5H-pyrrolo[1,2-c]imidazol-5-yl)benzonitrile). Isolated yield 11.7%. As a reaction SMILES: FC(F)(F)S(O[C:7]1[CH:12]=[CH:11][CH:10]=[C:9]([C@:13]2([OH:30])[C:20]3[N:16]([CH:17]=[N:18][CH:19]=3)[C@@H:15]([C:21]3[CH:26]=[CH:25][C:24]([C:27]#[N:28])=[CH:23][C:22]=3[F:29])[CH2:14]2)[CH:8]=1)(=O)=O.C([Sn](CCCC)(CCCC)[C:38]1[N:43]=[CH:42][CH:41]=[CH:40][N:39]=1)CCC>C1(C)C=CC=CC=1.C1C=CC([P]([Pd]([P](C2C=CC=CC=2)(C2C=CC=CC=2)C2C=CC=CC=2)([P](C2C=CC=CC=2)(C2C=CC=CC=2)C2C=CC=CC=2)[P](C2C=CC=CC=2)(C2C=CC=CC=2)C2C=CC=CC=2)(C2C=CC=CC=2)C2C=CC=CC=2)=CC=1>[F:29][C:22]1[CH:23]=[C:24]([CH:25]=[CH:26][C:21]=1[C@@H:15]1[N:16]2[CH:17]=[N:18][CH:19]=[C:20]2[C@@:13]([OH:30])([C:9]2[CH:10]=[CH:11][CH:12]=[C:7]([C:38]3[N:43]=[CH:42][CH:41]=[CH:40][N:39]=3)[CH:8]=2)[CH2:14]1)[C:27]#[N:28] |^1:62,64,83,102|. Procedure: A solution of 3-((5R,7S)-5-(4-cyano-2-fluorophenyl)-7-hydroxy-6,7-dihydro-5H-pyrrolo[1,2-c]imidazol-7-yl)phenyl trifluoromethanesulfonate (20 mg, 0.043 mmol), 2-tributylstannanyl-pyrimidine (47.4 mg, 0.128 mmol) and palladium tetrakis (9.89 mg, 8.56 μmol) in toluene (400 μL) was allowed to stir at 100° C. for overnight. The crude was cooled and concentrated. The crude was partitioned between water and CH2Cl2. The aq. layer was extracted with EtOAc. The organic layer was washed with brine, dried ... The reactants are O (water), [Br-].C(=O)(O)CCCC[P+](C1=CC=CC=C1)(C1=CC=CC=C1)C1=CC=CC=C1 (4-carboxybutyl-triphenylphosphonium bromide), CC(C)([O-])C.[K+] (potassium tert.butoxide), C(C)(=O)NC=1C=C(C=CC1)C1=NC=CC=C1C(=O)C=1C(=NC=CC1)C1=CC(=CC=C1)NC(C)=O (3-acetylaminophenyl-3-pyridyl ketone). Solvent: O1CCCC1 (tetrahydrofuran). Conditions: time 2 hour. The product is C(C)(=O)NC=1C=C(C=CC1)C(=CCCCC(=O)O)C=1C=NC=CC1 (6-(3-Acetylaminophenyl)-6-(3-pyridyl)hex-5-enoic acid). As a reaction SMILES: [Br-].[C:2]([CH2:5][CH2:6][CH2:7][CH2:8][P+](C1C=CC=CC=1)(C1C=CC=CC=1)C1C=CC=CC=1)([OH:4])=[O:3].CC(C)([O-])C.[K+].C(NC1C=C([C:44]2[C:49]([C:50]([C:52]3[C:53]([C:58]4C=CC=[C:60]([NH:64][C:65](=[O:67])[CH3:66])[CH:59]=4)=NC=C[CH:57]=3)=O)=[CH:48][CH:47]=[CH:46][N:45]=2)C=CC=1)(=O)C.O>O1CCCC1>[C:65]([NH:64][C:60]1[CH:57]=[C:52]([C:50]([C:49]2[CH:44]=[N:45][CH:46]=[CH:47][CH:48]=2)=[CH:8][CH2:7][CH2:6][CH2:5][C:2]([OH:4])=[O:3])[CH:53]=[CH:58][CH:59]=1)(=[O:67])[CH3:66] |f:0.1,2.3|. Procedure details: To a mixture of 217 g of 4-carboxybutyl-triphenylphosphonium bromide and 154 g of potassium tert.butoxide in 1.8 liters of tetrahydrofuran are added, at -25° C., 94 g of 3-acetylaminophenyl-3-pyridyl ketone. After 2 hours stirring at ambient temperature the reaction mixture is combined with 200 ml of water and then substantially evaporated down. The residue is taken up in 500 ml of water and washed with ethyl acetate. The aqueous phase is then neutralised by the addition of citric acid and extra...